Dataset: the Open Reaction Database (ORD), a public repository of structured organic reaction records. Task: describe an organic reaction: reactants, conditions, products, and yield The reactants are Br.[Br-].BrCCC[P+](C1=CC=CC=C1)(C1=CC=CC=C1)C1=CC=CC=C1 ((3-bromopropyl)-triphenylphosphonium bromide hydrobromide), CNC (dimethylamine). Solvent: C(C)O (ethanol). Product: Br.[Br-].CN(CCC[P+](C1=CC=CC=C1)(C1=CC=CC=C1)C1=CC=CC=C1)C ((3-Dimethylaminopropyl)-triphenylphosphonium bromide hydrobromide). Reaction SMILES: [BrH:1].[Br-].[Br:3][CH2:4][CH2:5][CH2:6][P+:7]([C:20]1[CH:25]=[CH:24][CH:23]=[CH:22][CH:21]=1)([C:14]1[CH:19]=[CH:18][CH:17]=[CH:16][CH:15]=1)[C:8]1[CH:13]=[CH:12][CH:11]=[CH:10][CH:9]=1.[CH3:26][NH:27][CH3:28]>C(O)C>[BrH:3].[Br-:1].[CH3:26][N:27]([CH3:28])[CH2:4][CH2:5][CH2:6][P+:7]([C:20]1[CH:25]=[CH:24][CH:23]=[CH:22][CH:21]=1)([C:14]1[CH:19]=[CH:18][CH:17]=[CH:16][CH:15]=1)[C:8]1[CH:13]=[CH:12][CH:11]=[CH:10][CH:9]=1 |f:0.1.2,5.6.7|. Procedure details: Then, 100.0 g of (3-bromopropyl)-triphenylphosphonium bromide hydrobromide is suspended in 500 ml of ethanol and 300 ml of 50% aqueous dimethylamine solution is added thereto. After heating the mixture at reflux for 10 minutes, the mixture is allowed to stand for cooling. The solvent is distilled away under reduced pressure and the resultant crude product is recrystallized from ethanol to obtain 64.0 g of the desired product having the physicochemical properties as identified in Table 8. Starting materials: C(C)OC(C1=CC=NC=C1)OCC (4-(Diethoxymethyl)pyridine), IC (iodomethane). The solvent is ClCCl (dichloromethane). Run at time 48 hour. Product: [I-].C(C)OC(C1=CC=[N+](C=C1)C)OCC (4-(diethoxymethyl)-1-methylpyridinium iodide). The yield is 95.1%. As a reaction SMILES: [CH2:1]([O:3][CH:4]([O:11][CH2:12][CH3:13])[C:5]1[CH:10]=[CH:9][N:8]=[CH:7][CH:6]=1)[CH3:2].[I:14][CH3:15]>ClCCl>[I-:14].[CH2:12]([O:11][CH:4]([O:3][CH2:1][CH3:2])[C:5]1[CH:6]=[CH:7][N+:8]([CH3:15])=[CH:9][CH:10]=1)[CH3:13] |f:3.4|. Procedure: 4-(Diethoxymethyl)pyridine (4.41 g, 24.3 mmol) was dissolved in dichloromethane (90.0 mL). To this, iodomethane (1.82 mL, 29.2 mmol) was added under a nitrogen atmosphere at room temperature and the mixture was stirred at room temperature for 48 hours. The reaction mixture was concentrated, the residue was washed with diisopropyl ether, and thereby 4-(diethoxymethyl)-1-methylpyridinium iodide (7.47 g, yield: 95%) was obtained. Reactants: FC(C1=CC=C(C=C1)C1=NC(=CC(=N1)OC1=CSC(=C1)C(F)(F)F)OC1=CSC(=C1)C(F)(F)F)(F)F (2-(α,α,α-trifluoro-p-tolyl)-4,6-di{[5-(trifluoromethyl)-3-thienyl]oxy}pyrimidine), O([Na])C (NaOCH3), CO (methanol), Cl (HCl). Solvent: CN(C=O)C (dimethylformamide). Reaction conditions: temperature 60 celsius. Yields the product COC1=NC(=NC(=C1)OC1=CSC(=C1)C(F)(F)F)C1=CC=C(C=C1)C(F)(F)F (4-Methoxy-2-(α,α,α-trifluoro-p-tolyl)-6-{[5-(trifluoromethyl)-3-thienyl]oxy}pyrimidine). Isolated yield 51.0%. Reaction SMILES: [F:1][C:2]([F:36])([F:35])[C:3]1[CH:8]=[CH:7][C:6]([C:9]2[N:14]=[C:13]([O:15][C:16]3[CH:20]=[C:19]([C:21]([F:24])([F:23])[F:22])[S:18][CH:17]=3)[CH:12]=[C:11]([O:25][C:26]3C=C(C(F)(F)F)SC=3)[N:10]=2)=[CH:5][CH:4]=1.O(C)[Na].CO.Cl>CN(C)C=O>[CH3:26][O:25][C:11]1[CH:12]=[C:13]([O:15][C:16]2[CH:20]=[C:19]([C:21]([F:23])([F:24])[F:22])[S:18][CH:17]=2)[N:14]=[C:9]([C:6]2[CH:5]=[CH:4][C:3]([C:2]([F:35])([F:1])[F:36])=[CH:8][CH:7]=2)[N:10]=1. Procedure details: A solution of 2-(α,α,α-trifluoro-p-tolyl)-4,6-di{[5-(trifluoromethyl)-3-thienyl]oxy}pyrimidine (1.50 g, 2.70 mnol) in dimethylformamide is treated with 25% NaOCH3 in methanol (0.58 g, 2.70 mmol), heated to 60° C. for 1.5 hours, cooled to room temperature, poured onto water and acidified to pH 5 with 6N HCl. The resultant reaction mixture is extracted with ether. The ether extracts are combined, washed sequentially with water and brine, dried over MgSO4 and concentrated in vacuo to give a solid r... Reactants: [BH4-], CO, CN(CC(=O)c1ccccc1)Cc1ccc(Cl)cc1Cl, [Na+]. Product: CN(Cc1ccc(Cl)cc1Cl)CC(O)c1ccccc1. Reaction SMILES: [BH4-:21].[CH3:23][OH:24].[Cl:1][c:2]1[c:3]([CH2:4][N:5]([CH2:6][C:7](=[O:8])[c:9]2[cH:10][cH:11][cH:12][cH:13][cH:14]2)[CH3:15])[cH:16][cH:17][c:18]([Cl:20])[cH:19]1.[Na+:22]>>[Cl:1][c:2]1[c:3]([CH2:4][N:5]([CH2:6][CH:7]([OH:8])[c:9]2[cH:10][cH:11][cH:12][cH:13][cH:14]2)[CH3:15])[cH:16][cH:17][c:18]([Cl:20])[cH:19]1.